From a dataset of the Open Reaction Database (ORD), a public repository of structured organic reaction records. describe an organic reaction: reactants, conditions, products, and yield The reactants are CNC, CCCCC=O, ClCCCl, [K+], [K+], O=C([O-])[O-], CN(C)C=O, O=P(Cl)(Cl)Cl. Yields the product CCCC(C=O)=CN(C)C. RXN SMILES: [CH3:23][NH:24][CH3:25].[CH:11]([CH2:12][CH2:13][CH2:14][CH3:15])=[O:16].[Cl:26][CH2:27][CH2:28][Cl:29].[K+:17].[K+:18].[O-:19][C:20]([O-:21])=[O:22].[O:6]=[CH:7][N:8]([CH3:9])[CH3:10].[P:1]([Cl:2])([Cl:3])([Cl:4])=[O:5]>>[CH:7]([N:8]([CH3:9])[CH3:10])=[C:12]([CH:11]=[O:16])[CH2:13][CH2:14][CH3:15]. The reactants are step-ii, CC=1C=C(CN2N=CC(=C2)B2OC(C(O2)(C)C)(C)C)C=CC1 (1-(3-methylbenzyl)-4-(4,4,5,5-tetramethyl-1,3,2-dioxaborolan-2-yl)-1H-pyrazole), CC=1C=C(CN2N=CC(=C2)B2OC(C(O2)(C)C)(C)C)C=CC1 (1-(3-methylbenzyl)-4-(4,4,5,5-tetramethyl-1,3,2-dioxaborolan-2-yl)-1H-pyrazole), IC1=CN(C2=NC=C(C=C21)C2=CC=C(C=C2)N2CCN(CC2)C(=O)OC(C)(C)C)S(=O)(=O)C2=CC=C(C)C=C2 (tert-butyl 4-(4-(3-iodo-1-tosyl-1H-pyrrolo[2,3-b]pyridin-5-yl)phenyl)piperazine-1-carboxylate), IC1=CN(C2=NC=C(C=C21)C2=CC=C(C=C2)N2CCN(CC2)C(=O)OC(C)(C)C)S(=O)(=O)C2=CC=C(C)C=C2 (tert-butyl 4-(4-(3-iodo-1-tosyl-1H-pyrrolo[2,3-b]pyridin-5-yl)phenyl)piperazine-1-carboxylate), C([O-])([O-])=O.[Na+].[Na+] (sodium carbonate). Reagents/catalysts: Cl[Pd]([P](C1=CC=CC=C1)(C2=CC=CC=C2)C3=CC=CC=C3)([P](C4=CC=CC=C4)(C5=CC=CC=C5)C6=CC=CC=C6)Cl (Pd(PPh3)2Cl2). Run in C1(=CC=CC=C1)C.C(C)O.O (toluene ethanol water). Product: CC=1C=C(CN2N=CC(=C2)C2=CN(C3=NC=C(C=C32)C3=CC=C(C=C3)N3CCN(CC3)C(=O)OC(C)(C)C)S(=O)(=O)C3=CC=C(C)C=C3)C=CC1 (tert-butyl 4-(4-(3-(1-(3-methylbenzyl)-1H-pyrazol-4-yl)-1-tosyl-1H-pyrrolo[2,3-b]pyridin-5-yl)phenyl)piperazine-1-carboxylate). The yield is 93.9%. Reaction SMILES: I[C:2]1[C:10]2[C:5](=[N:6][CH:7]=[C:8]([C:11]3[CH:16]=[CH:15][C:14]([N:17]4[CH2:22][CH2:21][N:20]([C:23]([O:25][C:26]([CH3:29])([CH3:28])[CH3:27])=[O:24])[CH2:19][CH2:18]4)=[CH:13][CH:12]=3)[CH:9]=2)[N:4]([S:30]([C:33]2[CH:39]=[CH:38][C:36]([CH3:37])=[CH:35][CH:34]=2)(=[O:32])=[O:31])[CH:3]=1.[CH3:40][C:41]1[CH:42]=[C:43]([CH:59]=[CH:60][CH:61]=1)[CH2:44][N:45]1[CH:49]=[C:48](B2OC(C)(C)C(C)(C)O2)[CH:47]=[N:46]1.C(=O)([O-])[O-].[Na+].[Na+]>C1(C)C=CC=CC=1.C(O)C.O.Cl[Pd](Cl)([P](C1C=CC=CC=1)(C1C=CC=CC=1)C1C=CC=CC=1)[P](C1C=CC=CC=1)(C1C=CC=CC=1)C1C=CC=CC=1>[CH3:40][C:41]1[CH:42]=[C:43]([CH:59]=[CH:60][CH:61]=1)[CH2:44][N:45]1[CH:49]=[C:48]([C:2]2[C:10]3[C:5](=[N:6][CH:7]=[C:8]([C:11]4[CH:16]=[CH:15][C:14]([N:17]5[CH2:22][CH2:21][N:20]([C:23]([O:25][C:26]([CH3:29])([CH3:28])[CH3:27])=[O:24])[CH2:19][CH2:18]5)=[CH:13][CH:12]=4)[CH:9]=3)[N:4]([S:30]([C:33]3[CH:39]=[CH:38][C:36]([CH3:37])=[CH:35][CH:34]=3)(=[O:32])=[O:31])[CH:3]=2)[CH:47]=[N:46]1 |f:2.3.4,5.6.7,^1:81,100|. Procedure: Using similar reaction conditions as described in step-ii of example-1, tert-butyl 4-(4-(3-iodo-1-tosyl-1H-pyrrolo[2,3-b]pyridin-5-yl)phenyl)piperazine-1-carboxylate (intermediate 41) (200 mg, 0.303 mmol) was coupled with 1-(3-methylbenzyl)-4-(4,4,5,5-tetramethyl-1,3,2-dioxaborolan-2-yl)-1H-pyrazole (intermediate 64D) (136 mg, 0.455 mmol) using sodium carbonate (81 mg, 0.759 mmol) and Pd(PPh3)2Cl2 (11 mg, 0.015 mmol) in toluene/ethanol/water (10/2/1 ml) to afford 200 mg (93.8% yield) of titled c... Reactants: Cl.C(C)N=C=NCCCN(C)C (1-Ethyl-3-[3-(dimethylamino)propyl]carbodiimide hydrochloride), BrC1=C(C=C(C2=C1C=C(O2)C(C)(C)C)C(=O)O)C2=CC=CC=C2 (4-bromo-2-tert-butyl-5-phenyl-1-benzofuran-7-carboxylic acid), OC1=CC=CC=2NN=NC21 (hydroxybenzotriazole), N (ammonia). Run in CN(C=O)C (N,N-dimethylformamide). Reaction conditions: time 1 hour. The product is BrC1=C(C=C(C2=C1C=C(O2)C(C)(C)C)C(=O)N)C2=CC=CC=C2 (4-Bromo-2-tert-butyl-5-phenyl-1-benzofuran-7-carboxamide). Yield: 99.1%. RXN SMILES: Cl.C([N:4]=C=NCCCN(C)C)C.[Br:13][C:14]1[C:19]2[CH:20]=[C:21]([C:23]([CH3:26])([CH3:25])[CH3:24])[O:22][C:18]=2[C:17]([C:27](O)=[O:28])=[CH:16][C:15]=1[C:30]1[CH:35]=[CH:34][CH:33]=[CH:32][CH:31]=1.OC1C2N=NNC=2C=CC=1.N>CN(C)C=O>[Br:13][C:14]1[C:19]2[CH:20]=[C:21]([C:23]([CH3:26])([CH3:25])[CH3:24])[O:22][C:18]=2[C:17]([C:27]([NH2:4])=[O:28])=[CH:16][C:15]=1[C:30]1[CH:35]=[CH:34][CH:33]=[CH:32][CH:31]=1 |f:0.1|. Procedure details: 1-Ethyl-3-[3-(dimethylamino)propyl]carbodiimide hydrochloride (1.61 g, 8.42 mmol) was added to an N,N-dimethylformamide (80 ml) solution of 4-bromo-2-tert-butyl-5-phenyl-1-benzofuran-7-carboxylic acid (I-256) (2.62 g, 7.02 mmol) and hydroxybenzotriazole (1.14 g, 8.42 mmol), followed by stirring at room temperature for 1 hour. The reaction liquid was cooled at 0° C., then aqueous 28% ammonia (1.42 ml, 21.1 mmol) was put into it, followed by further stirring at room temperature for 1 hour. The rea... Reactants: ClC1=C(OC2=CC(=C(C=C2)O)S(=O)(=O)C2=CC=C(C=C2)F)C(=CC(=C1)[N+](=O)[O-])Cl (4-(2,6-dichloro-4-nitro-phenoxy)-2-(4-fluoro-benzenesulfonyl)-phenol). Reagents/catalysts: catalyst, [Pd] (Pd/C). The solvent is C(C)O (ethanol), CCOC(=O)C (EtOAc). Reaction conditions: time 2 hour. Product: NC1=CC(=C(OC2=CC(=C(C=C2)O)S(=O)(=O)C2=CC=C(C=C2)F)C(=C1)Cl)Cl (4-(4-Amino-2,6-dichloro-phenoxy)-2-(4-fluoro-benzenesulfonyl)-phenol). The yield is 95.5%. RXN SMILES: [Cl:1][C:2]1[CH:25]=[C:24]([N+:26]([O-])=O)[CH:23]=[C:22]([Cl:29])[C:3]=1[O:4][C:5]1[CH:10]=[CH:9][C:8]([OH:11])=[C:7]([S:12]([C:15]2[CH:20]=[CH:19][C:18]([F:21])=[CH:17][CH:16]=2)(=[O:14])=[O:13])[CH:6]=1>C(O)C.CCOC(C)=O.[Pd]>[NH2:26][C:24]1[CH:25]=[C:2]([Cl:1])[C:3]([O:4][C:5]2[CH:10]=[CH:9][C:8]([OH:11])=[C:7]([S:12]([C:15]3[CH:16]=[CH:17][C:18]([F:21])=[CH:19][CH:20]=3)(=[O:14])=[O:13])[CH:6]=2)=[C:22]([Cl:29])[CH:23]=1. Procedure details: To a solution of 4-(2,6-dichloro-4-nitro-phenoxy)-2-(4-fluoro-benzenesulfonyl)-phenol (454 mg, 0.99 mmol) in a mixture of ethanol (10 mL) and EtOAc (20 mL) was added catalyst 10% Pd/C (100 mg). The mixture was hydrogenated under 45 psi at RT for 2 h. The mixture was filtered through Celite and concentrated to give the title compound of Step C (405 mg) as a solid. The title product of Step C was used in the next step without further purification. MS (APCl−) Calc.: 427.0, Found: 426.1 (M−1). Reactants: C([O-])([O-])=O.[K+].[K+] (potassium carbonate), C(C1=CC=CC=C1)Br (benzylbromide), C(C)(C)(C)OC(=O)NC1CC2=CC=C(C=C2C1)O (2-(tert-butoxycarbonylamino)-5-hydroxyindan). Solvent: CC(=O)C (acetone). Yields the product C(C)(C)(C)OC(=O)NC1CC2=CC=C(C=C2C1)OC1=CC=CC=C1 (2-(tert-butoxycarbonylamino)-5-phenoxyindan). Isolated yield 90.0%. Reaction SMILES: [C:1]([O:5][C:6]([NH:8][CH:9]1[CH2:17][C:16]2[C:11](=[CH:12][CH:13]=[C:14]([OH:18])[CH:15]=2)[CH2:10]1)=[O:7])([CH3:4])([CH3:3])[CH3:2].C(=O)([O-])[O-].[K+].[K+].C(Br)[C:26]1[CH:31]=[CH:30][CH:29]=[CH:28][CH:27]=1>CC(C)=O>[C:1]([O:5][C:6]([NH:8][CH:9]1[CH2:17][C:16]2[C:11](=[CH:12][CH:13]=[C:14]([O:18][C:26]3[CH:31]=[CH:30][CH:29]=[CH:28][CH:27]=3)[CH:15]=2)[CH2:10]1)=[O:7])([CH3:4])([CH3:2])[CH3:3] |f:1.2.3|. Procedure: 2-(tert-butoxycarbonylamino)-5-hydroxyindan (100 mg, 0.40 mmol) synthesized in the above Reference Production Example 1 was dissolved in acetone (2 ml), to which potassium carbonate (58 mg, 0.45 mmol) and benzylbromide (48 μl, 0.40 mmol) were added, and the mixture was heated to reflux for 3 hours. The reaction mixture was extracted with ether and dried, and then the solvent was distilled off under reduced pressure to obtain 2-(tert-butoxycarbonylamino)-5-phenoxyindan (120 mg, 0.36 mmol) having ... Reactants: C(C)OC(C(CCCCl)=O)=O (5-chloro-2-oxo-pentanoic acid ethyl ester), C(C)(=O)OCC (Ethyl acetate), NC1=C(C=C(C(=C1)Cl)Cl)N (1,2-Diamino-4,5-dichlorobenzene), C(C)(=O)O (acetic acid). The solvent is CN(C)C=O (DMF), CN(C)C=O (DMF). Run at time 3 day. Yields the product ClC=1C=C2N=C(C(NC2=CC1Cl)=O)CCCCl (6,7-dichloro-3-(3-chloropropyl)-1H-quinoxalin-2-one). The yield is 25.0%. RXN SMILES: [NH2:1][C:2]1[CH:7]=[C:6]([Cl:8])[C:5]([Cl:9])=[CH:4][C:3]=1[NH2:10].C([O:13][C:14](=O)[C:15](=O)[CH2:16][CH2:17][CH2:18][Cl:19])C.C(O)(=O)C.C(OCC)(=O)C>CN(C=O)C>[Cl:8][C:6]1[CH:7]=[C:2]2[C:3](=[CH:4][C:5]=1[Cl:9])[NH:10][C:14](=[O:13])[C:15]([CH2:16][CH2:17][CH2:18][Cl:19])=[N:1]2. Procedure details: 1,2-Diamino-4,5-dichlorobenzene (1.63 g, 9.22 mmol), dissolved in a small amount of DMF, as added dropwise to a stirred solution of 5-chloro-2-oxo-pentanoic acid ethyl ester (1.50 g, 9.22 mmol) [J. H. Hoare, P. Yates J. Org. Chem. 1983, 4, 3333] in a mixture of DMF:glacial acetic acid 7:3 (5 ml). After stirring for 3 days at room temperature, the solvent was removed in vacuo leaving a dark coloured solid. Ethyl acetate was added and the insoluble material was removed by filtration over a short p... The reactants are ClC1=C(C=CC(=C1)Cl)CS(=O)(=O)NCCF (C-(2,4-dichloro-phenyl)-N-(2-fluoro-ethyl)-methanesulfonamide), COC(=O)C1=NC=CN=C1Cl (3-chloro-pyrazine-2-carboxylic acid methyl ester), C([O-])([O-])=O.[K+].[K+] (potassium carbonate), CN(C=O)C (N,N-dimethylformamide), C(C)(=O)OCC (ethyl acetate). Run at temperature 120 celsius. Yields the product ClC1=C(C=CC(=C1)Cl)C=1S(N(C2=NC=CN=C2C1OC(C(C)C)=O)CCF)(=O)=O (isobutyric acid 3-(2,4-dichloro-phenyl)-1-(2-fluoroethyl)-2,2-dioxo-1,2-dihydro-2-λ-6-thia-1,5,8-triaza-naphthalen-4-yl ester). As a reaction SMILES: [Cl:1][C:2]1[CH:7]=[C:6]([Cl:8])[CH:5]=[CH:4][C:3]=1[CH2:9][S:10]([NH:13][CH2:14][CH2:15][F:16])(=[O:12])=[O:11].CO[C:19]([C:21]1[C:26](Cl)=[N:25][CH:24]=[CH:23][N:22]=1)=O.[C:28](=[O:31])([O-])[O-:29].[K+].[K+].[CH3:34]N(C)C=O.C(O[CH2:43][CH3:44])(=O)C>>[Cl:1][C:2]1[CH:7]=[C:6]([Cl:8])[CH:5]=[CH:4][C:3]=1[C:9]1[S:10](=[O:12])(=[O:11])[N:13]([CH2:14][CH2:15][F:16])[C:26]2[C:21]([C:19]=1[O:29][C:28](=[O:31])[CH:43]([CH3:44])[CH3:34])=[N:22][CH:23]=[CH:24][N:25]=2 |f:2.3.4|. Procedure details: To C-(2,4-dichloro-phenyl)-N-(2-fluoro-ethyl)-methanesulfonamide (Example 8.1) (0.231 g) was added successively 3-chloro-pyrazine-2-carboxylic acid methyl ester (0.151 g), potassium carbonate (0.446 g) and N,N-dimethylformamide (2 ml). The reaction mixture was heated in a microwave for 25 minutes at 120° C. The reaction mixture was diluted with ethyl acetate and washed with aqueous hydrochloric acid (2M). The organic extracts were dried over magnesium sulfate and concentrated. The residue was di... The reactants are CCCC[N+](CCCC)(CCCC)CCCC.[F-] (TBAF), FC1=CC=2C3=C(N(C2C=C1)S(=O)(=O)C1=CC=CC=C1)CCN(C3=O)C=3C=NC=CC3C (8-fluoro-2-(4-methylpyridin-3-yl)-5-(phenylsulfonyl)-2,3,4,5-tetrahydro-1H-pyrido[4,3-b]indol-1-one), CO (methanol). The solvent is C(Cl)Cl (DCM), C1CCOC1 (THF). The product is FC1=CC=2C3=C(NC2C=C1)CCN(C3=O)C=3C=NC=CC3C (8-Fluoro-2-(4-methylpyridin-3-yl)-2,3,4,5-tetrahydro-1H-pyrido[4,3-b]indol-1-one). Isolated yield 49.4%. Reaction SMILES: CCCC[N+](CCCC)(CCCC)CCCC.[F-].[F:19][C:20]1[CH:28]=[CH:27][C:26]2[N:25](S(C3C=CC=CC=3)(=O)=O)[C:24]3[CH2:38][CH2:39][N:40]([C:43]4[CH:44]=[N:45][CH:46]=[CH:47][C:48]=4[CH3:49])[C:41](=[O:42])[C:23]=3[C:22]=2[CH:21]=1.CO>C1COCC1.C(Cl)Cl>[F:19][C:20]1[CH:28]=[CH:27][C:26]2[NH:25][C:24]3[CH2:38][CH2:39][N:40]([C:43]4[CH:44]=[N:45][CH:46]=[CH:47][C:48]=4[CH3:49])[C:41](=[O:42])[C:23]=3[C:22]=2[CH:21]=1 |f:0.1|. Procedure: 1M TBAF (0.3 mL, 0.274 mmol) was added to a solution of 8-fluoro-2-(4-methylpyridin-3-yl)-5-(phenylsulfonyl)-2,3,4,5-tetrahydro-1H-pyrido[4,3-b]indol-1-one (I-60b: 60 mg, 0.137 mmol) in THF (5 mL) at 0° C. and the resulting reaction mass was refluxed for 1 hour. The reaction was monitored by TLC (5% methanol in DCM). The reaction mass was concentrated under reduced pressure and the crude residue was partitioned between water and ethyl acetate. The organic layer was washed with water, brine solut... Reactants: FC=1C=C2C=CNC2=CC1 (5-fluoroindole), O (water), [H-].[Na+] (sodium hydride), C[C@@H]1OC1 ((S)-methyloxirane). Run in O1CCCC1 (tetrahydrofuran), CCOCC (ether). Run at time 1 hour. Yields the product FC=1C=C2C=CN(C2=CC1)C[C@H](C)O ((S)-1-(5-fluoro-indol-1-yl)-propan-2-ol). Yield: 84.0%. As a reaction SMILES: [H-].[Na+].[F:3][C:4]1[CH:5]=[C:6]2[C:10](=[CH:11][CH:12]=1)[NH:9][CH:8]=[CH:7]2.[CH3:13][C@H:14]1[CH2:16][O:15]1.O>O1CCCC1.CCOCC>[F:3][C:4]1[CH:5]=[C:6]2[C:10](=[CH:11][CH:12]=1)[N:9]([CH2:13][C@@H:14]([OH:15])[CH3:16])[CH:8]=[CH:7]2 |f:0.1|. Procedure: A suspension of 0.26 g of sodium hydride dispersion in 35 ml of tetrahydrofuran was treated with 0.95 g of 5-fluoroindole at 0° and stirred at this temperature for 1 hour. After the addition of 1 ml of (S)-methyloxirane the reaction mixture was stirred at room temperature for 48 hours and subsequently treated with 7 ml of water. The mixture was diluted with 180 ml of ether, washed twice with 90 ml of water each time and with 50 ml of saturated sodium chloride solution and the organic phase was d...